This data is from the Open Reaction Database (ORD), a public repository of structured organic reaction records. The task is: describe an organic reaction: reactants, conditions, products, and yield Starting materials: CN(C)C=O (DMF), FC1=C(C=CC(=C1)F)C=1N=C2N(CCCC2)C1I (2-(2,4-difluorophenyl)-3-iodo-5,6,7,8-tetrahydroimidazo[1,2-a]pyridine), heteroaryl, C(C)(C)[Mg]Cl (i-PrMgCl), IC=1C=CC=2N(N1)C(=NN2)C(C)C (6-iodo-3-isopropyl-[1,2,4]triazolo[4,3-b]pyridazine), CN(C)C=O (DMF). Reagents/catalysts: C=1C=CC(=CC1)[P](C=2C=CC=CC2)(C=3C=CC=CC3)[Pd]([P](C=4C=CC=CC4)(C=5C=CC=CC5)C=6C=CC=CC6)([P](C=7C=CC=CC7)(C=8C=CC=CC8)C=9C=CC=CC9)[P](C=1C=CC=CC1)(C=1C=CC=CC1)C=1C=CC=CC1 (Pd(Ph3P)4), [Cl-].[Zn+2].[Cl-] (zinc chloride), [O-]S(=O)(=O)[O-].[Zn+2] (zincate), [Cl-].[Zn+2].[Cl-] (zinc chloride). Run in C1CCOC1 (THF), C1CCOC1 (THF). Conditions: temperature 30 celsius, time 15 minute. The product is FC1=C(C=CC(=C1)F)C=1N=C2N(CCCC2)C1C=1C=CC=2N(N1)C(=NN2)C(C)C (6-(2-(2,4-Difluorophenyl)-5,6,7,8-tetrahydroimidazo[1,2-a]pyridin-3-yl)-3-isopropyl-[1,2,4]triazolo[4,3-b]pyridazine). Yield: 7.1%. As a reaction SMILES: [F:1][C:2]1[CH:7]=[C:6]([F:8])[CH:5]=[CH:4][C:3]=1[C:9]1[N:10]=[C:11]2[CH2:16][CH2:15][CH2:14][CH2:13][N:12]2[C:17]=1I.C([Mg]Cl)(C)C.I[C:25]1[CH:26]=[CH:27][C:28]2[N:29]([C:31]([CH:34]([CH3:36])[CH3:35])=[N:32][N:33]=2)[N:30]=1.CN(C=O)C>C1COCC1.[Cl-].[Zn+2].[Cl-].C1C=CC([P]([Pd]([P](C2C=CC=CC=2)(C2C=CC=CC=2)C2C=CC=CC=2)([P](C2C=CC=CC=2)(C2C=CC=CC=2)C2C=CC=CC=2)[P](C2C=CC=CC=2)(C2C=CC=CC=2)C2C=CC=CC=2)(C2C=CC=CC=2)C2C=CC=CC=2)=CC=1.[O-]S([O-])(=O)=O.[Zn+2]>[F:1][C:2]1[CH:7]=[C:6]([F:8])[CH:5]=[CH:4][C:3]=1[C:9]1[N:10]=[C:11]2[CH2:16][CH2:15][CH2:14][CH2:13][N:12]2[C:17]=1[C:25]1[CH:26]=[CH:27][C:28]2[N:29]([C:31]([CH:34]([CH3:36])[CH3:35])=[N:32][N:33]=2)[N:30]=1 |f:5.6.7,9.10,^1:53,55,74,93|. Procedure details: A dried round bottom flask was charged with 2-(2,4-difluorophenyl)-3-iodo-5,6,7,8-tetrahydroimidazo[1,2-a]pyridine (1.50 g, 4.17 mmol, Example #C.1.1) and THF (20 mL) under an atmosphere of nitrogen to give a brown suspension. The reaction mixture was cooled to about 30° C. and then i-PrMgCl (2.0 M in THF, 2.5 mL, 5.0 mmol) was added dropwise. The reaction mixture was stirred at about −25° C. for about 15 min. In a separate dry flask, zinc chloride (0.70 g, 5.1 mmol) was dissolved in THF (20 mL)... Reactants: ClC=1C=C(C=CC1C(=O)N1[C@@H](CCC[C@@H]1C)C)C1=C(C=CC(=C1)Cl)OCC(=O)O ([[3′,5-dichloro-4′-[[(2R,6S)-2,6-dimethyl-1-piperidinyl]carbonyl][1,1′-biphenyl]-2-yl]oxy]-acetic acid), CC1NCCC1 (2-methylpyrrolidine). Product: ClC=1C=C(C=CC1C(=O)N1C(CCC1)C)C1=C(C=CC(=C1)Cl)OC (1-[(3,5′-dichloro-2′-methoxy[1,1′-biphenyl]-4-yl)carbonyl]-2-methyl-pyrrolidine). RXN SMILES: [Cl:1][C:2]1[CH:3]=[C:4]([C:18]2[CH:23]=[C:22]([Cl:24])[CH:21]=[CH:20][C:19]=2[O:25][CH2:26]C(O)=O)[CH:5]=[CH:6][C:7]=1[C:8]([N:10]1[C@@H:15](C)[CH2:14][CH2:13]C[C@H:11]1[CH3:17])=[O:9].CC1CCCN1>>[Cl:1][C:2]1[CH:3]=[C:4]([C:18]2[CH:23]=[C:22]([Cl:24])[CH:21]=[CH:20][C:19]=2[O:25][CH3:26])[CH:5]=[CH:6][C:7]=1[C:8]([N:10]1[CH2:15][CH2:14][CH2:13][CH:11]1[CH3:17])=[O:9]. Procedure: The sub-title compound was prepared by the method of example 18 step a) using the product of step example 21 step a) and 2-methylpyrrolidine. Starting materials: Cl.N[C@@H]1CC[C@H](CC1)NC(=O)C1=C(NC=2C1=NC=CC2C2=C(C=CC(=C2)OC)OCC2CC2)C (N-(trans-4-aminocyclohexyl)-7-[2-(cyclopropylmethoxy)-5-methoxyphenyl]-2-methyl-1H-pyrrolo[3,2-b]pyridine-3-carboxamide hydrochloride), COCC(=O)Cl (methoxy-acetyl chloride). Product: C1(CC1)COC1=C(C=C(C=C1)OC)C1=C2C(=NC=C1)C(=C(N2)C)C(=O)N[C@@H]2CC[C@H](CC2)NC(COC)=O (7-[2-(Cyclopropylmethoxy)-5-methoxyphenyl]-N-{trans-4-[(methoxyacetyl)amino]cyclohexyl}-2-methyl-1H-pyrrolo[3,2-b]pyridine-3-carboxamide). RXN SMILES: Cl.[NH2:2][C@H:3]1[CH2:8][CH2:7][C@H:6]([NH:9][C:10]([C:12]2[C:16]3=[N:17][CH:18]=[CH:19][C:20]([C:21]4[CH:26]=[C:25]([O:27][CH3:28])[CH:24]=[CH:23][C:22]=4[O:29][CH2:30][CH:31]4[CH2:33][CH2:32]4)=[C:15]3[NH:14][C:13]=2[CH3:34])=[O:11])[CH2:5][CH2:4]1.[CH3:35][O:36][CH2:37][C:38](Cl)=[O:39]>>[CH:31]1([CH2:30][O:29][C:22]2[CH:23]=[CH:24][C:25]([O:27][CH3:28])=[CH:26][C:21]=2[C:20]2[CH:19]=[CH:18][N:17]=[C:16]3[C:12]([C:10]([NH:9][C@H:6]4[CH2:7][CH2:8][C@H:3]([NH:2][C:38](=[O:39])[CH2:37][O:36][CH3:35])[CH2:4][CH2:5]4)=[O:11])=[C:13]([CH3:34])[NH:14][C:15]=23)[CH2:32][CH2:33]1 |f:0.1|. Reported procedure: Starting from N-(trans-4-aminocyclohexyl)-7-[2-(cyclopropylmethoxy)-5-methoxyphenyl]-2-methyl-1H-pyrrolo[3,2-b]pyridine-3-carboxamide hydrochloride (example D.f15) and commercially available methoxy-acetyl chloride the title compound is obtained as colorless solid. Reactants: C(C)(C)(C)OC(NC(=N)C=1SC(=C(C1)S(=O)(=O)C=1C=C(C=CC1)C1=C(C=CC=C1NC(CBr)=O)C)SC)=O (({4-[6′-(2-bromo-acetylamino)-2′-methyl-biphenyl-3-sulfonyl]-5-methylsulfanyl-thiophen-2-yl}-imino-methyl)-carbamic acid tert-butyl ester), C(=O)(C(F)(F)F)O.C(Cl)Cl (TFA DCM). Product: FC(C(=O)O)(F)F.BrCC(=O)NC1=C(C(=CC=C1)C)C1=CC(=CC=C1)S(=O)(=O)C1=C(SC(=C1)C(N)=N)SC (2-Bromo-N-[3′-(5-carbamimidoyl-2-methylsulfanyl-thiophene-3-sulfonyl)-6-methyl-biphenyl-2-yl]-acetamide trifluoroacetate). Yield: 68.0%. Reaction SMILES: C(OC(=O)[NH:7][C:8]([C:10]1[S:11][C:12]([S:36][CH3:37])=[C:13]([S:15]([C:18]2[CH:19]=[C:20]([C:24]3[C:29]([NH:30][C:31](=[O:34])[CH2:32][Br:33])=[CH:28][CH:27]=[CH:26][C:25]=3[CH3:35])[CH:21]=[CH:22][CH:23]=2)(=[O:17])=[O:16])[CH:14]=1)=[NH:9])(C)(C)C.[C:39]([OH:45])([C:41]([F:44])([F:43])[F:42])=[O:40].C(Cl)Cl>>[F:42][C:41]([F:44])([F:43])[C:39]([OH:45])=[O:40].[Br:33][CH2:32][C:31]([NH:30][C:29]1[CH:28]=[CH:27][CH:26]=[C:25]([CH3:35])[C:24]=1[C:20]1[CH:21]=[CH:22][CH:23]=[C:18]([S:15]([C:13]2[CH:14]=[C:10]([C:8](=[NH:7])[NH2:9])[S:11][C:12]=2[S:36][CH3:37])(=[O:17])=[O:16])[CH:19]=1)=[O:34] |f:1.2,3.4|. Reported procedure: ({4-[6′-(2-bromo-acetylamino)-2′-methyl-biphenyl-3-sulfonyl]-5-methylsulfanyl-thiophen-2-yl}-imino-methyl)-carbamic acid tert-butyl ester (22 mg, 0.034 mmol, as prepared in Example 246, step a) was stirred in a mixture of TFA/DCM (1:1, 4 mL) for 1 h at rt. The reaction was concentrated in vacuo and the resulting residue was purified using RP-HPLC (10–50% CH3CN in H2O with 0.1% TFA over 30 min) to afford 15 mg (68%) of the title compound as a clear glassy solid (purity>99.9% by analytical RP-HPLC...